This data is from the Open Reaction Database (ORD), a public repository of structured organic reaction records. The task is: describe an organic reaction: reactants, conditions, products, and yield The reactants are COC1=C(OC)C(=O)C(Cc2ccc(OC(C)=O)c(C(=O)Nc3ccc(OC)nc3OC)c2)=C(C)C1=O, CO, [Na+], O, O=C([O-])O. Yields the product COC1=C(OC)C(=O)C(Cc2ccc(O)c(C(=O)Nc3ccc(OC)nc3OC)c2)=C(C)C1=O. RXN SMILES: [CH3:1][O:2][c:3]1[n:4][c:5]([O:36][CH3:37])[cH:6][cH:7][c:8]1[NH:9][C:10]([c:11]1[c:12]([O:31][C:32](=[O:33])[CH3:34])[cH:13][cH:14][c:15]([CH2:17][C:18]2=[C:23]([CH3:24])[C:22](=[O:25])[C:21]([O:26][CH3:27])=[C:20]([O:28][CH3:29])[C:19]2=[O:30])[cH:16]1)=[O:35].[CH3:43][OH:44].[Na+:38].[OH2:45].[OH:39][C:40](=[O:41])[O-:42]>>[CH3:1][O:2][c:3]1[n:4][c:5]([O:36][CH3:37])[cH:6][cH:7][c:8]1[NH:9][C:10]([c:11]1[c:12]([OH:31])[cH:13][cH:14][c:15]([CH2:17][C:18]2=[C:23]([CH3:24])[C:22](=[O:25])[C:21]([O:26][CH3:27])=[C:20]([O:28][CH3:29])[C:19]2=[O:30])[cH:16]1)=[O:35]. Reactants: N[C@@H](CCSC)C(=O)O (methionine), C1(=CC=CC=C1)C[C@@H](CN[C@@H]([C@@H](C)CC)C(=O)O)NC(=O)OC(C)(C)C (N-(3-phenyl-2(S)-t-butoxycarbonylaminopropyl)isoleucine), N[C@@H](CS)C(=O)O (cysteine). The product is C1(=CC=CC=C1)C[C@@H](CN[C@@H]([C@@H](C)CC)C(=O)N[C@@H](CCSC)C(=O)O)NC(CCS)=O (N-(3-phenyl-2(S)-(mercaptopropionylamino)prop-1-yl)isoleucyl-methionine). Reaction SMILES: [NH2:1][C@H:2]([C:7]([OH:9])=[O:8])[CH2:3][CH2:4][S:5][CH3:6].[C:10]1([CH2:16][C@H:17]([NH:28][C:29]([O:31]C(C)(C)C)=O)[CH2:18][NH:19][C@H:20]([C:25]([OH:27])=O)[C@H:21]([CH2:23][CH3:24])[CH3:22])[CH:15]=[CH:14][CH:13]=[CH:12][CH:11]=1.N[C@H:37](C(O)=O)[CH2:38][SH:39]>>[C:10]1([CH2:16][C@H:17]([NH:28][C:29](=[O:31])[CH2:37][CH2:38][SH:39])[CH2:18][NH:19][C@H:20]([C:25]([NH:1][C@H:2]([C:7]([OH:9])=[O:8])[CH2:3][CH2:4][S:5][CH3:6])=[O:27])[C@H:21]([CH2:23][CH3:24])[CH3:22])[CH:11]=[CH:12][CH:13]=[CH:14][CH:15]=1. Procedure details: N-(3-phenyl-2(S)-(mercaptopropionylamino)prop-1-yl)isoleucyl-methionine was prepared by coupling resin-bound methionine to N-(3-phenyl-2(S)-t-butoxycarbonylaminopropyl)isoleucine followed by deprotection, coupling with a protected cysteine and further processing under standard solid phase synthesis conditions. FAB MS m/z 484 (M+1).